Dataset: the Open Reaction Database (ORD), a public repository of structured organic reaction records. Task: describe an organic reaction: reactants, conditions, products, and yield Reactants: CC(=O)N1CCC(N(C(=O)Nc2ncc(SC#N)s2)C2CCCCC2)CC1, ClCCN1CCCCC1, OC(CS)C(O)CS. Product: CC(=O)N1CCC(N(C(=O)Nc2ncc(SCCN3CCCCC3)s2)C2CCCCC2)CC1. Reaction SMILES: [C:1]([CH3:2])(=[O:3])[N:4]1[CH2:5][CH2:6][CH:7]([N:10]([C:11](=[O:12])[NH:13][c:14]2[s:15][c:16]([S:19][C:20]#[N:21])[cH:17][n:18]2)[CH:22]2[CH2:23][CH2:24][CH2:25][CH2:26][CH2:27]2)[CH2:8][CH2:9]1.[Cl:36][CH2:37][CH2:38][N:39]1[CH2:40][CH2:41][CH2:42][CH2:43][CH2:44]1.[SH:28][CH2:29][CH:30]([CH:31]([CH2:32][SH:33])[OH:34])[OH:35]>>[C:1]([CH3:2])(=[O:3])[N:4]1[CH2:5][CH2:6][CH:7]([N:10]([C:11](=[O:12])[NH:13][c:14]2[s:15][c:16]([S:19][CH2:37][CH2:38][N:39]3[CH2:40][CH2:41][CH2:42][CH2:43][CH2:44]3)[cH:17][n:18]2)[CH:22]2[CH2:23][CH2:24][CH2:25][CH2:26][CH2:27]2)[CH2:8][CH2:9]1. Reactants: ClC1=C(C=CC=C1)\C=C(/CBr)\C1=CC=CC=C1 (Z-1-(2-chlorophenyl)-2-phenyl-3-bromoprop-1-ene), ClC=1C=C(C(=O)OO)C=CC1 (3-chloroperoxybenzoic acid). Solvent: C(Cl)(Cl)Cl (chloroform). Product: BrCC1(OC1C1=C(C=CC=C1)Cl)C1=CC=CC=C1 (2-bromomethyl-2-phenyl--(2-chlorophenyl)-oxirane). Isolated yield 70.2%. RXN SMILES: [Cl:1][C:2]1[CH:7]=[CH:6][CH:5]=[CH:4][C:3]=1/[CH:8]=[C:9](/[C:12]1[CH:17]=[CH:16][CH:15]=[CH:14][CH:13]=1)\[CH2:10][Br:11].ClC1C=C(C=CC=1)C(OO)=[O:23]>C(Cl)(Cl)Cl>[Br:11][CH2:10][C:9]1([C:12]2[CH:13]=[CH:14][CH:15]=[CH:16][CH:17]=2)[CH:8]([C:3]2[CH:4]=[CH:5][CH:6]=[CH:7][C:2]=2[Cl:1])[O:23]1. Reported procedure: 30 g of Z-1-(2-chlorophenyl)-2-phenyl-3-bromoprop-1-ene were refluxed with 23 of 3-chloroperoxybenzoic acid in 500 ml of chloroform. When the reaction was complete, the chloroform phase was washed acid-free with aqueous sodium bicarbonate solution and water, dried over sodium sulfate and evaporated down under reduced pressure. The residue gave 41.3 g (70.2%) of 2-bromomethyl-2-phenyl--(2-chlorophenyl)-oxirane, which was then further processed with triazole according to the Example below. II. Pre... Starting materials: C[SiH](C)OC(CCBr)C(C)(C)C, COc1cc(CN2CCC(Cc3ccc(F)cc3)C2=O)cc(OC)c1OC. Yields the product COc1cc(CN2CCC(CCC(O[SiH](C)C)C(C)(C)C)(Cc3ccc(F)cc3)C2=O)cc(OC)c1OC. RXN SMILES: [C:28]([CH3:29])([CH3:30])([CH3:31])[CH:32]([CH2:33][CH2:34][Br:35])[O:36][SiH:37]([CH3:38])[CH3:39].[CH3:1][O:2][c:3]1[cH:4][c:5]([CH2:6][N:7]2[C:8](=[O:20])[CH:9]([CH2:12][c:13]3[cH:14][cH:15][c:16]([F:19])[cH:17][cH:18]3)[CH2:10][CH2:11]2)[cH:21][c:22]([O:26][CH3:27])[c:23]1[O:24][CH3:25]>>[CH3:1][O:2][c:3]1[cH:4][c:5]([CH2:6][N:7]2[C:8](=[O:20])[C:9]([CH2:12][c:13]3[cH:14][cH:15][c:16]([F:19])[cH:17][cH:18]3)([CH2:34][CH2:33][CH:32]([C:28]([CH3:29])([CH3:30])[CH3:31])[O:36][SiH:37]([CH3:38])[CH3:39])[CH2:10][CH2:11]2)[cH:21][c:22]([O:26][CH3:27])[c:23]1[O:24][CH3:25]. The reactants are [BH4-].[Na+] (sodium borohydride), CC=1SC=C(C1C=O)C (2,4-dimethylthiophene-3-carboxaldehyde), C(C)O (ethanol). Run in O (water). Run at time 15 minute. The product is CC=1SC=C(C1CO)C (2,4-dimethyl-3-hydroxymethylthiophene). RXN SMILES: [BH4-].[Na+].[CH3:3][C:4]1[S:5][CH:6]=[C:7]([CH3:11])[C:8]=1[CH:9]=[O:10].C(O)C>O>[CH3:3][C:4]1[S:5][CH:6]=[C:7]([CH3:11])[C:8]=1[CH2:9][OH:10] |f:0.1|. Procedure details: 0.68 G. (18 mmol) of sodium borohydride was added in three portions to a solution of 10.88 g. (72 mmol) of 2,4-dimethylthiophene-3-carboxaldehyde in 120 ml. of ethanol. After 15 min., the reaction mixture was poured into water, extracted with ether, dried and the solvent evaporated. The resulting residue was recrystallized from hexane to yield 2,4-dimethyl-3-hydroxymethylthiophene, m.p. 80° C. Reactants: B.C1CCOC1 (Borane THF), ClC1=C(C(=O)OC)C=CC(=C1)N(C(C(F)(F)F)=O)CC1CC1 (methyl 2-chloro-4-[cyclopropylmethyl(2,2,2-trifluoroacetyl)amino]benzoate). Run in O (water), ClCCl (dichloromethane). Yields the product ClC1=C(C=CC(=C1)N(CC(F)(F)F)CC1CC1)CO ({2-chloro-4-[cyclopropylmethyl(2,2,2-trifluoroethyl)amino]phenyl}methanol). RXN SMILES: B.C1COCC1.[Cl:7][C:8]1[CH:17]=[C:16]([N:18]([CH2:25][CH:26]2[CH2:28][CH2:27]2)[C:19](=O)[C:20]([F:23])([F:22])[F:21])[CH:15]=[CH:14][C:9]=1[C:10](OC)=[O:11]>ClCCl.O>[Cl:7][C:8]1[CH:17]=[C:16]([N:18]([CH2:25][CH:26]2[CH2:28][CH2:27]2)[CH2:19][C:20]([F:22])([F:23])[F:21])[CH:15]=[CH:14][C:9]=1[CH2:10][OH:11] |f:0.1|. Procedure: Borane-THF complex (1.0M solution in THF, 13.7 ml) was added under ice-cooling to a solution of methyl 2-chloro-4-[cyclopropylmethyl(2,2,2-trifluoroacetyl)amino]benzoate (500 mg) in dichloromethane (10 ml). The reaction mixture was then refluxed overnight. After cooling to room temperature, the mixture was diluted with water and extracted with ethyl acetate. The organic layer was washed with brine and dried over anhydrous sodium sulfate. Solvent: CO (MeOH), N1=CC=CC=C1 (pyridine). Yield: 67.0%. The reactants are ClC=1C=C2C(=C(C(NC2=CC1)=O)C1=CC(=NO1)C=O)C1=CC=CC=C1 (5-(6-chloro-2-oxo-4-phenyl-1,2-dihydro-quinolin-3-yl)-isoxazole-3-carboxaldehyde), NO (NH2OH), oxime, C(C)(=O)OC(C)=O (acetic anhydride). Reported procedure: To a solution of 5-(6-chloro-2-oxo-4-phenyl-1,2-dihydro-quinolin-3-yl)-isoxazole-3-carboxaldehyde in MeOH (20 mL), aq. NH2OH (1 mmol) was added. The resulting mixture was stirred at RT for 2 hr. The reaction mixture was concentrated and water (20 mL) was added. The precipitate formed was then collected by suction filtration and dried in vacuo. Above oxime (365 mg, 1 mmol) was dissolved in pyridine (10 mL) and acetic anhydride (0.3 mL, 2 mmol) was added. The resulting mixture was stirred overnigh... As a reaction SMILES: [Cl:1][C:2]1[CH:3]=[C:4]2[C:9](=[CH:10][CH:11]=1)[NH:8][C:7](=[O:12])[C:6]([C:13]1[O:17][N:16]=[C:15]([CH:18]=O)[CH:14]=1)=[C:5]2[C:20]1[CH:25]=[CH:24][CH:23]=[CH:22][CH:21]=1.[NH2:26]O.C(OC(=O)C)(=O)C>CO.N1C=CC=CC=1>[Cl:1][C:2]1[CH:3]=[C:4]2[C:9](=[CH:10][CH:11]=1)[NH:8][C:7](=[O:12])[C:6]([C:13]1[O:17][N:16]=[C:15]([C:18]#[N:26])[CH:14]=1)=[C:5]2[C:20]1[CH:25]=[CH:24][CH:23]=[CH:22][CH:21]=1. Yields the product ClC=1C=C2C(=C(C(NC2=CC1)=O)C1=CC(=NO1)C#N)C1=CC=CC=C1 (5-(6-Chloro-2-oxo-4-phenyl-1,2-dihydro-quinolin-3-yl)-isoxazole-3-carbonitrile). Conditions: time 2 hour. The reactants are O (water), BrC1=CC=C(CO)C=C1 (4-bromobenzyl alcohol), C(C)(C)N(CC)C(C)C (diisopropylethylamine), COCCl (chloromethyl methyl ether). The solvent is ClCCl (dichloromethane). Run at time 14 hour. Product: BrC1=CC=C(C=C1)COCOC (1-bromo-4-[(methoxymethyloxy)methyl]benzene). Isolated yield 86.7%. Reaction SMILES: [Br:1][C:2]1[CH:9]=[CH:8][C:5]([CH2:6][OH:7])=[CH:4][CH:3]=1.C(N(C(C)C)CC)(C)C.[CH3:19][O:20][CH2:21]Cl.O>ClCCl>[Br:1][C:2]1[CH:9]=[CH:8][C:5]([CH2:6][O:7][CH2:19][O:20][CH3:21])=[CH:4][CH:3]=1. Procedure: To a solution of 4-bromobenzyl alcohol (2.8 g) and diisopropylethylamine (2.5 g) in dichloromethane (30 mL) was added chloromethyl methyl ether (1.3 g) at 0° C., and the mixture was stirred at room temperature for 14 hours. To the reaction mixture was water, and the mixture was extracted diethyl ether. The organic layer was washed with water and dried over anhydrous magnesium sulfate, and the solvent was removed under reduced pressure. The residue was purified by column chromatography on silica ... Starting materials: C(C)(=O)C(C(CC#N)C)C1=CC=NC=C1 (4-acetyl-3-methyl-4-(4-pyridinyl)butanenitrile), S(O)(O)(=O)=O (sulfuric acid). The solvent is C(C)(=O)O (acetic acid). Reaction conditions: time 4 hour. The product is CC1CC(NC(=C1C1=CC=NC=C1)C)=O (3,4-dihydro-4,6-dimethyl-5-(4-pyridinyl)-2(1H)-pyridinone). RXN SMILES: [C:1]([CH:4]([C:10]1[CH:15]=[CH:14][N:13]=[CH:12][CH:11]=1)[CH:5]([CH3:9])[CH2:6][C:7]#[N:8])(=O)[CH3:2].S(=O)(=O)(O)[OH:17]>C(O)(=O)C>[CH3:9][CH:5]1[C:4]([C:10]2[CH:15]=[CH:14][N:13]=[CH:12][CH:11]=2)=[C:1]([CH3:2])[NH:8][C:7](=[O:17])[CH2:6]1. Reported procedure: To a 2.0 g portion of 4-acetyl-3-methyl-4-(4-pyridinyl)butanenitrile dissolved in 20 ml of acetic acid was added dropwise 3 ml of sulfuric acid whereupon an exothermic reaction ensued. The reaction mixture was stirred for 4 hours, the acetic acid was evaporated off in vacuo and to the remaining material was added 10 ml of water followed by basification with 35% aqueous sodium hydroxide solution. The alkaline solution was extracted four times with ethyl acetate; the combined extracts were dried o... Starting materials: N1(CCOCC1)C(=O)C=1C=C(C=C(C1)[N+](=O)[O-])C1=CC=CC=C1 (morpholin-4-yl(5-nitrobiphenyl-3-yl)methanone), [H][H] (hydrogen), ClCCl (Dichloromethane). Reagents/catalysts: [Pd] (Palladium on carbon). The solvent is C(C)(=O)OCC (ethyl acetate), C(C)(=O)O (acetic acid). Reaction conditions: time 3 hour. Yields the product NC=1C=C(C=C(C1)C1=CC=CC=C1)C(=O)N1CCOCC1 ((5-aminobiphenyl-3-yl)(morpholin-4-yl)methanone). RXN SMILES: [N:1]1([C:7]([C:9]2[CH:10]=[C:11]([C:18]3[CH:23]=[CH:22][CH:21]=[CH:20][CH:19]=3)[CH:12]=[C:13]([N+:15]([O-])=O)[CH:14]=2)=[O:8])[CH2:6][CH2:5][O:4][CH2:3][CH2:2]1.[H][H].ClCCl>[Pd].C(OCC)(=O)C.C(O)(=O)C>[NH2:15][C:13]1[CH:14]=[C:9]([C:7]([N:1]2[CH2:2][CH2:3][O:4][CH2:5][CH2:6]2)=[O:8])[CH:10]=[C:11]([C:18]2[CH:19]=[CH:20][CH:21]=[CH:22][CH:23]=2)[CH:12]=1. Procedure: Palladium on carbon (10 wt %, 67.5 mg, 0.063 mmol) was added to a solution of morpholin-4-yl(5-nitrobiphenyl-3-yl)methanone (198 mg, 0.634 mmol) in ethyl acetate (5.7 mL) and acetic acid (0.57 mL). The mixture was fitted with a hydrogen balloon and stirred for 3 hours at room temperature. Dichloromethane was added, and the mixture was filtered through CELITE, rinsed with dichloromethane rinse and washed with saturated aqueous NaHCO3 (30 mL). The organic extracts were dried over sodium sulfate, f... Starting materials: C(C)(=O)[O-].[NH4+] (ammonium acetate), FC=1C=C(C=CC1C(F)(F)F)C1=CN=CC=2C(CCC12)=O (4-(3-fluoro-4-trifluoromethyl-phenyl)-5,6-dihydro-[2]pyrindin-7-one), C(#N)[BH3-].[Na+] (Sodium cyanoborohydride). Solvent: CO (MeOH), C(C)O (ethanol). Reaction conditions: time 1 hour. The product is FC=1C=C(C=CC1C(F)(F)F)C1=CN=CC=2C(CCC12)N ((rac)-4-(3-Fluoro-4-trifluoromethyl-phenyl)-6,7-dihydro-5H-[2]pyrindin-7-ylamine), solid. Isolated yield 25.0%. RXN SMILES: C([O-])(=O)C.[NH4+].[F:6][C:7]1[CH:8]=[C:9]([C:17]2[C:25]3[CH2:24][CH2:23][C:22](=O)[C:21]=3[CH:20]=[N:19][CH:18]=2)[CH:10]=[CH:11][C:12]=1[C:13]([F:16])([F:15])[F:14].C([BH3-])#[N:28].[Na+]>CO.C(O)C>[F:6][C:7]1[CH:8]=[C:9]([C:17]2[C:25]3[CH2:24][CH2:23][CH:22]([NH2:28])[C:21]=3[CH:20]=[N:19][CH:18]=2)[CH:10]=[CH:11][C:12]=1[C:13]([F:16])([F:15])[F:14] |f:0.1,3.4|. Procedure details: A solution of ammonium acetate (117 mg, 1.52 mmol) in MeOH (1 mL) was treated with 4-(3-fluoro-4-trifluoromethyl-phenyl)-5,6-dihydro-[2]pyrindin-7-one (intermediate A-14 [C1]) (15 mg, 0.051 mmol) dissolved in ethanol (0.5 mL) and the reaction mixture stirred at room temperature for 1 h. Sodium cyanoborohydride (11.2 mg, 0.18 mmol) was added and stirring continued at room temperature. After 15 min, the reaction mixture was heated to reflux for 30 min. The solvent was removed under reduced pressur...